Dataset: the Open Reaction Database (ORD), a public repository of structured organic reaction records. Task: describe an organic reaction: reactants, conditions, products, and yield Starting materials: [Na].COCCCOC1=C(C(=NC=C1)CS(=O)C1=NC2=C(N1)C=CC=C2)C (2-{[4-(3-Methoxypropoxy)-3-methylpyridin-2-yl]methylsulfinyl}-1H-benzimidazole sodium salt). Solvent: CC(=O)C (acetone). Reaction conditions: temperature 24 celsius, time 23 hour. Yields the product CC(=O)C.[Na].COCCCOC1=C(C(=NC=C1)CS(=O)C1=NC2=C(N1)C=CC=C2)C (2-{[4-(3-methoxypropoxy)-3-methylpyridin-2-yl]methylsulfinyl}-1H-benzimidazole Sodium Salt Acetone). The yield is 194.5%. RXN SMILES: [Na:1].[CH3:2][O:3][CH2:4][CH2:5][CH2:6][O:7][C:8]1[CH:13]=[CH:12][N:11]=[C:10]([CH2:14][S:15]([C:17]2[NH:21][C:20]3[CH:22]=[CH:23][CH:24]=[CH:25][C:19]=3[N:18]=2)=[O:16])[C:9]=1[CH3:26]>CC(C)=O>[CH3:9][C:8]([CH3:13])=[O:7].[Na:1].[CH3:2][O:3][CH2:4][CH2:5][CH2:6][O:7][C:8]1[CH:13]=[CH:12][N:11]=[C:10]([CH2:14][S:15]([C:17]2[NH:18][C:19]3[CH:25]=[CH:24][CH:23]=[CH:22][C:20]=3[N:21]=2)=[O:16])[C:9]=1[CH3:26] |f:0.1,3.4.5,^1:0,34|. Procedure details: 2-{[4-(3-Methoxypropoxy)-3-methylpyridin-2-yl]methylsulfinyl}-1H-benzimidazole sodium salt (10.0 g) was dissolved in acetone (50 ml). After the mixture was stirred at 24° C. for 23 hours, the precipitated white crystals were filtered and washed with acetone (10 ml) The product was dried at 2220 C. for 20 hours under reduced pressure to give the title compound (11.2 g).